Task: describe an organic reaction: reactants, conditions, products, and yield. Dataset: the Open Reaction Database (ORD), a public repository of structured organic reaction records Reactants: O=C([O-])[O-], CC1CCC(=O)N1, Ic1ccc(Oc2ccc3c(c2)CCN(C2CCC2)CC3)nc1, [Cs+], [Cs+], [Cu]I, C1COCCO1. The product is CC1CCC(=O)N1c1ccc(Oc2ccc3c(c2)CCN(C2CCC2)CC3)nc1. RXN SMILES: [C:31](=[O:32])([O-:33])[O-:34].[CH3:24][CH:25]1[CH2:26][CH2:27][C:28](=[O:30])[NH:29]1.[CH:1]1([N:5]2[CH2:6][CH2:7][c:8]3[c:9]([cH:12][cH:13][c:14]([O:16][c:17]4[n:18][cH:19][c:20]([I:23])[cH:21][cH:22]4)[cH:15]3)[CH2:10][CH2:11]2)[CH2:2][CH2:3][CH2:4]1.[Cs+:35].[Cs+:36].[Cu:43][I:44].[O:37]1[CH2:38][CH2:39][O:40][CH2:41][CH2:42]1>>[CH:1]1([N:5]2[CH2:6][CH2:7][c:8]3[c:9]([cH:12][cH:13][c:14]([O:16][c:17]4[n:18][cH:19][c:20]([N:29]5[CH:25]([CH3:24])[CH2:26][CH2:27][C:28]5=[O:30])[cH:21][cH:22]4)[cH:15]3)[CH2:10][CH2:11]2)[CH2:2][CH2:3][CH2:4]1. Starting materials: [Al+3], O=C(Cl)CCCN1C(=O)c2ccccc2C1=O, C#C, [Cl-], [Cl-], [Cl-], ClC(Cl)C(Cl)Cl. Yields the product O=C(C=CCl)CCCN1C(=O)c2ccccc2C1=O. As a reaction SMILES: [Al+3:2].[C:5]1(=[O:21])[c:6]2[c:7]([cH:17][cH:18][cH:19][cH:20]2)[C:8](=[O:16])[N:9]1[CH2:10][CH2:11][CH2:12][C:13](=[O:14])[Cl:15].[CH:22]#[CH:23].[Cl-:1].[Cl-:3].[Cl-:4].[Cl:24][CH:25]([CH:26]([Cl:27])[Cl:28])[Cl:29]>>[Cl:1][CH:22]=[CH:23][C:13]([CH2:12][CH2:11][CH2:10][N:9]1[C:5](=[O:21])[c:6]2[c:7]([cH:17][cH:18][cH:19][cH:20]2)[C:8]1=[O:16])=[O:14].